This data is from the Open Reaction Database (ORD), a public repository of structured organic reaction records. The task is: describe an organic reaction: reactants, conditions, products, and yield The reactants are CN(C1=C2C=CC=C(C2=CC=C1)S(=O)(=O)Cl)C (5-dimethylamino-1-naphthalenesulphonyl chloride), Cl (hydrochloric acid), NC1=NC(=C(N=C1)Br)Cl (2-Amino-5-bromo-6-chloropyrazine), [H-].[Na+] (sodium hydride), [H][H] (hydrogen). The solvent is O (water), C(OC)COC (dimethoxyethane). Conditions: time 24 hour. Product: CN(C1=C2C=CC=C(C2=CC=C1)S(=O)(=O)NC1=NC(=C(N=C1)Br)Cl)C (5-dimethylamino-N-(5-bromo-6-chloro-2-pyrazinyl)-1-naphthalenesulphonamide). Yield: 52.1%. Reaction SMILES: [NH2:1][C:2]1[CH:7]=[N:6][C:5]([Br:8])=[C:4]([Cl:9])[N:3]=1.[H-].[Na+].[H][H].[CH3:14][N:15]([CH3:30])[C:16]1[CH:25]=[CH:24][CH:23]=[C:22]2[C:17]=1[CH:18]=[CH:19][CH:20]=[C:21]2[S:26](Cl)(=[O:28])=[O:27].Cl>C(COC)OC.O>[CH3:14][N:15]([CH3:30])[C:16]1[CH:25]=[CH:24][CH:23]=[C:22]2[C:17]=1[CH:18]=[CH:19][CH:20]=[C:21]2[S:26]([NH:1][C:2]1[CH:7]=[N:6][C:5]([Br:8])=[C:4]([Cl:9])[N:3]=1)(=[O:28])=[O:27] |f:1.2|. Reported procedure: 2-Amino-5-bromo-6-chloropyrazine (0.417 g) was added to a stirred suspension of sodium hydride (oil-free; 0.24 g) in dry dimethoxyethane (20 ml). When evolution of hydrogen ceased, 5-dimethylamino-1-naphthalenesulphonyl chloride (0.594 g) was added. The mixture was stirred for 24 hours and then water (25 ml) and 2M hydrochloric acid (2 ml) were added. The mixture was extracted with ethyl acetate (2×25 ml) and the extracts were dried (MgSO4). Volatile material was removed by evaporation and the r... The reactants are CCCc1nc2ccc(OCCOC(C)=O)cc2c(=O)n1Cc1ccc(-c2ccccc2-c2nnnn2COC)cc1, C1CCOC1, CO, Cl, [Na+], [OH-]. The product is CCCc1nc2ccc(OCCO)cc2c(=O)n1Cc1ccc(-c2ccccc2-c2nnnn2COC)cc1. Reaction SMILES: [C:1](=[O:2])([CH3:3])[O:4][CH2:5][CH2:6][O:7][c:8]1[cH:9][c:10]2[c:11](=[O:42])[n:12]([CH2:21][c:22]3[cH:23][cH:24][c:25](-[c:28]4[c:29](-[c:34]5[n:35][n:36][n:37][n:38]5[CH2:39][O:40][CH3:41])[cH:30][cH:31][cH:32][cH:33]4)[cH:26][cH:27]3)[c:13]([CH2:18][CH2:19][CH3:20])[n:14][c:15]2[cH:16][cH:17]1.[CH2:43]1[O:44][CH2:45][CH2:46][CH2:47]1.[CH3:51][OH:52].[ClH:50].[Na+:49].[OH-:48]>>[OH:4][CH2:5][CH2:6][O:7][c:8]1[cH:9][c:10]2[c:11](=[O:42])[n:12]([CH2:21][c:22]3[cH:23][cH:24][c:25](-[c:28]4[c:29](-[c:34]5[n:35][n:36][n:37][n:38]5[CH2:39][O:40][CH3:41])[cH:30][cH:31][cH:32][cH:33]4)[cH:26][cH:27]3)[c:13]([CH2:18][CH2:19][CH3:20])[n:14][c:15]2[cH:16][cH:17]1. RXN SMILES: [CH3:33][OH:34].[Cl:1][c:2]1[cH:3][cH:4][c:5]2[c:6]([cH:31]1)[C:7]([c:24]1[c:25]([Cl:30])[cH:26][cH:27][cH:28][cH:29]1)=[N:8][CH2:9][c:10]1[n:11]-2[c:12]([CH2:19][CH2:20][N:21]([CH3:22])[CH3:23])[n:13][c:14]1[C:15]([O:17][CH3:16])=[O:18].[NH3:32]>>[Cl:1][c:2]1[cH:3][cH:4][c:5]2[c:6]([cH:31]1)[C:7]([c:24]1[c:25]([Cl:30])[cH:26][cH:27][cH:28][cH:29]1)=[N:8][CH2:9][c:10]1[n:11]-2[c:12]([CH2:19][CH2:20][N:21]([CH3:22])[CH3:23])[n:13][c:14]1[C:15](=[O:17])[NH2:32]. The product is CN(C)CCc1nc(C(N)=O)c2n1-c1ccc(Cl)cc1C(c1ccccc1Cl)=NC2. Starting materials: CO, COC(=O)c1nc(CCN(C)C)n2c1CN=C(c1ccccc1Cl)c1cc(Cl)ccc1-2, N. The reactants are C(C)[Zn]CC (diethylzinc), ICI (diiodomethane), C(C)(=O)N[C@@]1([C@@H]2[C@H]([C@@H]2C(C1)=C)C(=O)OCC)C(=O)OCC (diethyl (1S,2S,5R,6S)-2-acetamido-4-methylene-bicyclo[3.1.0]hexane-2,6-dicarboxylate), FC(C(=O)O)(F)F (trifluoroacetic acid). The solvent is ClCCl (dichloromethane), ClCCl (dichloromethane), ClCCl (dichloromethane), ClCCl (dichloromethane). Reaction conditions: time 10 minute. Yields the product C(C)(=O)N[C@@]1([C@@H]2[C@H]([C@@H]2C2(CC2)C1)C(=O)OCC)C(=O)OCC (Diethyl (1S,2S,5R,6S)-2-acetamidospiro[bicyclo[3.1.0]hexane-4,1′-cyclopropane]-2,6-dicarboxylate). As a reaction SMILES: F[C:2](F)(F)C(O)=O.C([Zn]CC)C.ICI.[C:16]([NH:19][C@@:20]1([C:32]([O:34][CH2:35][CH3:36])=[O:33])[CH2:25][C:24](=[CH2:26])[C@@H:23]2[C@H:21]1[C@H:22]2[C:27]([O:29][CH2:30][CH3:31])=[O:28])(=[O:18])[CH3:17]>ClCCl>[C:16]([NH:19][C@@:20]1([C:32]([O:34][CH2:35][CH3:36])=[O:33])[CH2:25][C:24]2([CH2:2][CH2:26]2)[C@@H:23]2[C@H:21]1[C@H:22]2[C:27]([O:29][CH2:30][CH3:31])=[O:28])(=[O:18])[CH3:17]. Procedure details: Under nitrogen, add a solution of trifluoroacetic acid (1.9 mL, 25 mmol) in dichloromethane (12.5 mL) dropwise very slowly to a cooled (ice bath) stirred solution of diethylzinc (1M in heptanes) (25 mL, 25 mmol) in dichloromethane (12.5 mL). After 10 minutes, add a solution of diiodomethane (2.01 mL, 25 mmol) in dichloromethane (12.5 mL). After 10 minutes, add a solution of diethyl (1S,2S,5R,6S)-2-acetamido-4-methylene-bicyclo[3.1.0]hexane-2,6-dicarboxylate (2.46 g, 8.3 mmol) in dichloromethane ... Starting materials: CC[C@@]12C(C=C[C@H]1[C@@H]1CCC3=CC(CC[C@@H]3[C@H]1CC2)=O)=O (18-methyl-4,15-estradiene-3,17-dione), C1(=CC=C(C=C1)S(=O)(=O)O)C (p-toluenesulfonic acid), N1=CC=CC=C1 (pyridine). The solvent is O1CCOCC1 (1,4-dioxane), C(OC)(OC)OC (trimethyl orthoformate). Reaction conditions: time 2.5 hour. The product is crude product, COC1=CC2=CC[C@H]3[C@@H]4C=CC([C@@]4(CC)CC[C@@H]3[C@H]2CC1)=O (3-methoxy-18-methyl-3,5,15-estratrien-17-one). The yield is 1009.8%. Reaction SMILES: [CH3:1][CH2:2][C@:3]12[CH2:19][CH2:18][C@H:17]3[C@@H:8]([CH2:9][CH2:10][C:11]4[C@@H:16]3[CH2:15][CH2:14][C:13](=[O:20])[CH:12]=4)[C@@H:7]1[CH:6]=[CH:5][C:4]2=[O:21].[C:22]1(C)C=CC(S(O)(=O)=O)=CC=1.N1C=CC=CC=1>O1CCOCC1.C(OC)(OC)OC>[CH3:22][O:20][C:13]1[CH2:14][CH2:15][C@H:16]2[C:11](=[CH:10][CH2:9][C@@H:8]3[C@@H:17]2[CH2:18][CH2:19][C@@:3]2([CH2:2][CH3:1])[C@H:7]3[CH:6]=[CH:5][C:4]2=[O:21])[CH:12]=1. Procedure details: Under argon, 20.0 g of 18-methyl-4,15-estradiene-3,17-dione in 100 ml of 1,4-dioxane and 100 ml of trimethyl orthoformate is agitated with 800 mg of p-toluenesulfonic acid at 50° C. After 2.5 hours, 10 ml of pyridine is added and the solution extensively distilled under vacuum. The residue is dissolved in ethyl acetate, washed with water, and dried. Chromatography of the crude product with 0-20% ethyl acetate-hexane yields 14.0 g of 3-methoxy-18-methyl-3,5,15-estratrien-17-one, melting point 162... Starting materials: C(#N)CC(=O)OCC (Ethyl cyanoacetate), C(O)CN (ethanolamine), C(CC(=O)C)(=O)OCC (Ethyl acetoacetate). The solvent is O (water), O (water). Reaction conditions: temperature 90 celsius, time 20 hour. Product: C(#N)C=1C(N(C(=CC1C)O)CCO)=O (3-cyano-6-hydroxy4-methyl-1-(2-hydroxyethyl)pyrid-2-one). RXN SMILES: [C:1]([CH2:3][C:4]([O:6]CC)=O)#[N:2].[CH2:9]([CH2:11][NH2:12])[OH:10].[C:13](OCC)(=[O:18])[CH2:14][C:15]([CH3:17])=O>O>[C:1]([C:3]1[C:4](=[O:6])[N:12]([CH2:11][CH2:9][OH:10])[C:13]([OH:18])=[CH:14][C:15]=1[CH3:17])#[N:2]. Procedure: Step 1) Ethyl cyanoacetate (56.5 parts) was added dropwise over 0.25 hours to a stirred solution of ethanolamine (76.25 parts) in water (18 parts) while maintaining the temperature at less than 30° C. Ethyl acetoacetate (65 parts) was then added while maintaining the temperature at less than 30° C. The mixture was stirred at 90° C. for 20 hours, cooled and poured into water (500 parts), the product isolated by filtration, washed with water and dried to give 3-cyano-6-hydroxy4-methyl-1-(2-hydroxy...